This data is from the Open Reaction Database (ORD), a public repository of structured organic reaction records. The task is: describe an organic reaction: reactants, conditions, products, and yield Reactants: C(CCC)[Li] (n-butyllithium), Cl (HCl), CC(C)(C)NS(=O)(=O)C1=CN(C=C1)C (N-(1,1-dimethylethyl)-1-methyl-1H-pyrrole-3-sulfonamide), CSSC (dimethyldisulfide). Solvent: C1CCOC1 (THF), hexanes. Reaction conditions: temperature -78 celsius, time 30 minute. Product: CC(C)(C)NS(=O)(=O)C1=C(N(C=C1)C)SC (N-(1,1-Dimethylethyl)-1-methyl-2-(methylthio)-1H-pyrrole-3-sulfonamide). Yield: 58.8%. Reaction SMILES: [CH3:1][C:2]([NH:5][S:6]([C:9]1[CH:13]=[CH:12][N:11]([CH3:14])[CH:10]=1)(=[O:8])=[O:7])([CH3:4])[CH3:3].C([Li])CCC.[CH3:20][S:21]SC.Cl>C1COCC1>[CH3:4][C:2]([NH:5][S:6]([C:9]1[CH:13]=[CH:12][N:11]([CH3:14])[C:10]=1[S:21][CH3:20])(=[O:8])=[O:7])([CH3:1])[CH3:3]. Procedure details: To a solution of 6.48 g (30 mmol) of N-(1,1-dimethylethyl)-1-methyl-1H-pyrrole-3-sulfonamide in 150 mL THF under nitrogen atmosphere cooled to -78° C. was added dropwise at such a rate as to keep the temperature below -65° C. 25.52 mL (61.5 mmol) 2.41M n-butyllithium in hexanes. The reaction was stirred at -78° C. for ca. 30 minutes. To the reaction mixture was added 2.97 mL (33 mmol) of dimethyldisulfide in one portion and the resulting reaction mixture was allowed to warm to room temperature a... Reactants: Cl (hydrochloric acid), [N+](=O)([O-])C1=CC=C(C(=O)Cl)C=C1 (p-nitrobenzoyl chloride), C(CC)NCCC (dipropylamine). Solvent: CCOCC (ether), CCOCC (ether). Conditions: time 1 hour. The product is C(CC)N(C(C1=CC=C(C=C1)[N+](=O)[O-])=O)CCC (p-nitrobenzoic acid dipropylamide). The yield is 88.5%. RXN SMILES: [N+:1]([C:4]1[CH:12]=[CH:11][C:7]([C:8](Cl)=[O:9])=[CH:6][CH:5]=1)([O-:3])=[O:2].[CH2:13]([NH:16][CH2:17][CH2:18][CH3:19])[CH2:14][CH3:15].Cl>CCOCC>[CH2:13]([N:16]([CH2:17][CH2:18][CH3:19])[C:8](=[O:9])[C:7]1[CH:11]=[CH:12][C:4]([N+:1]([O-:3])=[O:2])=[CH:5][CH:6]=1)[CH2:14][CH3:15]. Procedure: An amount of 37.1 gm (0.2 mol) of p-nitrobenzoyl chloride in 300 ml of ether were added dropwise, with agitation and at room temperature, into a solution of 50.6 gm (0.5 mol) of dipropylamine in 400 of ether. Then, the mixture was agitated for one hour at room temperature and one hour at boiling temperature, the reaction mixture was treated with dilute hydrochloric acid, and the ether phase washed with water and evaporated. An amount of 44.3 gm of p-nitrobenzoic acid dipropylamide in the form of... The solvent is C(C)O (ethanol). Reactants: OC(CC(=O)OCC)C1=CC=CC=C1 (Ethyl 3-hydroxy-3-phenylpropanoate), [OH-].[K+] (KOH). Yields the product OC(CC(=O)O)C1=CC=CC=C1 (3-Hydroxy-3-phenylpropanoic Acid). Reaction SMILES: [OH:1][CH:2]([C:9]1[CH:14]=[CH:13][CH:12]=[CH:11][CH:10]=1)[CH2:3][C:4]([O:6]CC)=[O:5].[OH-].[K+]>C(O)C>[OH:1][CH:2]([C:9]1[CH:14]=[CH:13][CH:12]=[CH:11][CH:10]=1)[CH2:3][C:4]([OH:6])=[O:5] |f:1.2|. Procedure: Ethyl 3-hydroxy-3-phenylpropanoate (19 g, 0.1 mole) was refluxed in a solution of KOH (10 g, 0.2 mole) in ethanol for two hours. The solvent was removed in vacuo and the residue was dissolved in H2O. The H2O solution was extracted with ethyl ether, then acidified with 37% hydrochloric acid. The oily product was extracted out with chloroform and the chloroform was removed in vacuo to yield 10 g (62.5%). The reactants are C1(CCCCC1)C(=S)SC (Methyl cyclohexanecarbodithioate), O=C1CNCC2N1CCCC1=C2C=CC=C1 (4-oxo-1,2,3,4,6,7,8,12b-octahydropyrazino[2,1-a][2]benzazepine), O (water). The solvent is CN(C=O)C (dimethylformamide). Product: C1(CCCCC1)C(=S)N1CC2N(CCCC3=C2C=CC=C3)C(C1)=O (2-(Cyclohexylthiocarbonyl)-4-oxo-1,2,3,4,6,7,8,12b-octahydropyrazino[2,1-a][2]benzazepine). Reaction SMILES: [CH:1]1([C:7]([S:9]C)=S)[CH2:6][CH2:5][CH2:4][CH2:3][CH2:2]1.[O:11]=[C:12]1[N:17]2[CH2:18][CH2:19][CH2:20][C:21]3[CH:26]=[CH:25][CH:24]=[CH:23][C:22]=3[CH:16]2[CH2:15][NH:14][CH2:13]1.O>CN(C)C=O>[CH:1]1([C:7]([N:14]2[CH2:13][C:12](=[O:11])[N:17]3[CH2:18][CH2:19][CH2:20][C:21]4[CH:26]=[CH:25][CH:24]=[CH:23][C:22]=4[CH:16]3[CH2:15]2)=[S:9])[CH2:2][CH2:3][CH2:4][CH2:5][CH2:6]1. Reported procedure: Methyl cyclohexanecarbodithioate (0.24 g) was added to a solution of 4-oxo-1,2,3,4,6,7,8,12b-octahydropyrazino[2,1-a][2]benzazepine (0.3 g) in dimethylformamide (5 ml). The mixture was refluxed for 4 h, cooled and poured into water. This was extracted with diethyl ether; the ether solution was dried (MgSO4) and evaporated. The residue was purified by column chromatography (SiO2, diethyl ether). The reactants are CC1(OC2=C(C1)C=CC=C2CNC=2C(=NC=CC2)C2=CC=CC=C2)C (3-[(2,2-dimethyl-2,3-dihydrobenzofuran-7-yl)methyl]amino-2-phenylpyridine). Reagents/catalysts: [Pt]=O (platinum oxide). The solvent is C(C)(=O)O (acetic acid). Reaction conditions: time 8.5 hour. Product: CC1(OC2=C(C1)C=CC=C2CNC2C(NCCC2)C2=CC=CC=C2)C (3-[(2,2-dimethyl-2,3-dihydrobenzofuran-7-yl)methyl]amino-2-phenylpiperidine). Yield: 39.5%. As a reaction SMILES: [CH3:1][C:2]1([CH3:25])[CH2:6][C:5]2[CH:7]=[CH:8][CH:9]=[C:10]([CH2:11][NH:12][C:13]3[C:14]([C:19]4[CH:24]=[CH:23][CH:22]=[CH:21][CH:20]=4)=[N:15][CH:16]=[CH:17][CH:18]=3)[C:4]=2[O:3]1>C(O)(=O)C.[Pt]=O>[CH3:1][C:2]1([CH3:25])[CH2:6][C:5]2[CH:7]=[CH:8][CH:9]=[C:10]([CH2:11][NH:12][CH:13]3[CH2:18][CH2:17][CH2:16][NH:15][CH:14]3[C:19]3[CH:24]=[CH:23][CH:22]=[CH:21][CH:20]=3)[C:4]=2[O:3]1. Procedure details: 9.2 g of 3-[(2,2-dimethyl-2,3-dihydrobenzofuran-7-yl)methyl]amino-2-phenylpyridine was dissolved in 120 ml of acetic acid, and 1 g of platinum oxide was added. A hydrogenation reaction was carried out at 3 atmospheric pressure for 8.5 hours. After completion of the reaction, the catalyst was filtered off and the solvent was concentrated. After adding ice pieces to the residue and alkalizing it with 50% aqueous sodium hydroxide solution, it was extracted three times with dichloromethane. After dr... The reactants are FC(C(=O)N1C2CC(CC1CC2)=C2C1=CC=CC=C1OC=1C(=CC=CC21)C(=O)N)(F)F ((+)-9-[8-(2,2,2-trifluoroacetyl)-8-azabicyclo[3.2.1]oct-3-ylidene]-9H-xanthene-4-carboxylic acid amide), FC(C(=O)N1C2CC(CC1CC2)=C2C1=CC=CC=C1OC=1C(=CC=CC21)O)(F)F (2,2,2-Trifluoro-1-[3-(4-hydroxy-xanthen-9-ylidene)-8-aza-bicyclo[3.2.1]oct-8-yl]-ethanone). The product is C12CC(CC(CC1)N2)=C2C1=CC=CC=C1OC=1C(=CC=CC21)C(=O)N (9-(8-Azabicyclo[3.2.1]oct-3-ylidene)-9H-xanthene-4-carboxylic acid amide), C(=O)(C(F)(F)F)O (TFA). As a reaction SMILES: [F:1][C:2]([F:31])([F:30])[C:3]([N:5]1[CH:10]2[CH2:11][CH2:12][CH:6]1[CH2:7][C:8](=[C:13]1[C:26]3[CH:25]=[CH:24][CH:23]=[C:22]([C:27]([NH2:29])=[O:28])[C:21]=3[O:20][C:19]3[C:14]1=[CH:15][CH:16]=[CH:17][CH:18]=3)[CH2:9]2)=[O:4].FC(F)(F)C(N1C2CCC1CC(=C1C3C=CC=C(O)C=3OC3C1=CC=CC=3)C2)=[O:35]>>[CH:10]12[NH:5][CH:6]([CH2:12][CH2:11]1)[CH2:7][C:8](=[C:13]1[C:26]3[CH:25]=[CH:24][CH:23]=[C:22]([C:27]([NH2:29])=[O:28])[C:21]=3[O:20][C:19]3[C:14]1=[CH:15][CH:16]=[CH:17][CH:18]=3)[CH2:9]2.[C:3]([OH:35])([C:2]([F:31])([F:30])[F:1])=[O:4]. Reported procedure: Using an adaptation of the method described in Procedure 5 substituting (+)-9-[8-(2,2,2-trifluoroacetyl)-8-azabicyclo[3.2.1]oct-3-ylidene]-9H-xanthene-4-carboxylic acid amide 36 for 2,2,2-trifluoro-1-[3-(4-hydroxyxanthen-9-ylidene)-8-azabicyclo[3.2.1]oct-8-yl]-ethanone 4a, title compound 37 was obtained as a TFA salt. Starting materials: [H-].[Na+] (sodium hydride), C1(=CC=CC=C1)N1CCC(C2=CC=CC=C12)=O (2,3-dihydro-1-phenyl-4(1H)-quinolone), C(C)OC(OCC)=O (diethylcarbonate). The solvent is C1=CC=CC=C1 (benzene), C1=CC=CC=C1 (benzene). Reaction conditions: time 1 hour. The product is OC1=C(CN(C2=CC=CC=C12)C1=CC=CC=C1)C(=O)OCC (1,2-dihydro-4-hydroxy-1-phenyl-3-quinolinecarboxylic acid, ethyl ester). Yield: 58.4%. Reaction SMILES: [C:1]1([N:7]2[C:16]3[C:11](=[CH:12][CH:13]=[CH:14][CH:15]=3)[C:10](=[O:17])[CH2:9][CH2:8]2)[CH:6]=[CH:5][CH:4]=[CH:3][CH:2]=1.[H-].[Na+].[CH2:20]([O:22][C:23](=O)[O:24]CC)[CH3:21]>C1C=CC=CC=1>[OH:17][C:10]1[C:11]2[C:16](=[CH:15][CH:14]=[CH:13][CH:12]=2)[N:7]([C:1]2[CH:6]=[CH:5][CH:4]=[CH:3][CH:2]=2)[CH2:8][C:9]=1[C:23]([O:22][CH2:20][CH3:21])=[O:24] |f:1.2|. Reported procedure: A solution of 29 g of 2,3-dihydro-1-phenyl-4(1H)-quinolone in 200 ml of benzene was added, dropwise, to a stirred slurry of 7.2 g of sodium hydride in 200 ml of benzene. The slurry was stirred for one hour at room temperature, and then treated with 23.6 g of diethylcarbonate. The resulting suspension was refluxed for five hours, cooled to room temperature, and quenched with 200 ml of water. The organic phase was separated, dried over anhydrous magnesium sulfate, filtered, and evaporated. Purific...